Dataset: the Open Reaction Database (ORD), a public repository of structured organic reaction records. Task: describe an organic reaction: reactants, conditions, products, and yield Reactants: [N+](=O)([O-])C=C(NCCSCC1=C(N=CN1)C)SC (1-nitro-2-methylthio-2-[2-((4-methyl-5-imidazolyl)-methylthio)ethylamino]ethylene), NCCCSC1=NC=CC=C1 (2-(3-aminopropylthio)pyridine), ( a ). Product: [N+](=O)([O-])C=C(NCCSCC1=C(N=CN1)C)NCCCSC1=NC=CC=C1 (1-Nitro-2-[3-(2-pyridylthio)propylamino]-2-[2-((4-methyl-5-imidazolyl)methylthio)ethylamino]ethylene). RXN SMILES: [N+:1]([CH:4]=[C:5](SC)[NH:6][CH2:7][CH2:8][S:9][CH2:10][C:11]1[NH:15][CH:14]=[N:13][C:12]=1[CH3:16])([O-:3])=[O:2].[NH2:19][CH2:20][CH2:21][CH2:22][S:23][C:24]1[CH:29]=[CH:28][CH:27]=[CH:26][N:25]=1>>[N+:1]([CH:4]=[C:5]([NH:19][CH2:20][CH2:21][CH2:22][S:23][C:24]1[CH:29]=[CH:28][CH:27]=[CH:26][N:25]=1)[NH:6][CH2:7][CH2:8][S:9][CH2:10][C:11]1[NH:15][CH:14]=[N:13][C:12]=1[CH3:16])([O-:3])=[O:2]. Procedure: Reaction of 1-nitro-2-methylthio-2-[2-((4-methyl-5-imidazolyl)-methylthio)ethylamino]ethylene with 2-(3-aminopropylthio)pyridine according to the procedure of Example 1 (a) (ii) yields the title compound. The product is N1(CCC1)C(=O)C1=CC(=C(OC=2C=C(C(=O)O)C=C(C2)O[C@H](CO)C)C=C1)F (3-[4-(Azetidin-1-ylcarbonyl)-2-fluorophenoxy]-5-[(1S)-2-hydroxy-1-methylethoxy]benzoic acid). Reaction SMILES: [OH:1][C:2]1[CH:3]=[C:4]([CH:9]=[C:10]([O:12][C@@H:13]([CH3:16])[CH2:14][OH:15])[CH:11]=1)[C:5]([O:7]C)=[O:6].C(=O)([O-])[O-].[Cs+].[Cs+].[F:23][C:24]1[CH:25]=[C:26]([CH:33]=[CH:34][C:35]=1F)[C:27]([N:29]1[CH2:32][CH2:31][CH2:30]1)=[O:28].O.[OH-].[Li+]>CC(N(C)C)=O.O.C(OCC)C.C(OCC)(=O)C>[N:29]1([C:27]([C:26]2[CH:33]=[CH:34][C:35]([O:1][C:2]3[CH:3]=[C:4]([CH:9]=[C:10]([O:12][C@@H:13]([CH3:16])[CH2:14][OH:15])[CH:11]=3)[C:5]([OH:7])=[O:6])=[C:24]([F:23])[CH:25]=2)=[O:28])[CH2:32][CH2:31][CH2:30]1 |f:1.2.3,5.6.7,10.11|. The reactants are O.[OH-].[Li+] (lithium hydroxide monohydrate), OC=1C=C(C(=O)OC)C=C(C1)O[C@H](CO)C (methyl 3-hydroxy-5-[(1S)-2-hydroxy-1-methylethoxy]benzoate), C([O-])([O-])=O.[Cs+].[Cs+] (cesium carbonate), FC=1C=C(C(=O)N2CCC2)C=CC1F (1-(3,4-difluorobenzoyl)azetidine). Conditions: temperature 120 celsius, time 24 hour. Procedure: A suspension of methyl 3-hydroxy-5-[(1S)-2-hydroxy-1-methylethoxy]benzoate (10.65 g, 0.047 mmol), cesium carbonate (30.71 g, 0.094 mol) and 1-(3,4-difluorobenzoyl)azetidine (9.28 g, 0.047 mol) in dimethylacetamide (80 mL) was heated at 120° C. for 22 hours. The reaction mixture was cooled and water (60 mL) added followed by lithium hydroxide monohydrate (1.97 g, 0.047 mol) in water (45 mL). The reaction was stirred for a further 24 hours. Water (100 mL) was added and the mixture extracted with e... Solvent: O (water), CC(=O)N(C)C (dimethylacetamide), O (Water), C(C)OCC.C(C)(=O)OCC (diethyl ether ethyl acetate), O (water). Reactants: [Cl-].[Li+] (lithium chloride), C([O-])([O-])=O.[Na+].[Na+] (sodium carbonate), BrC=1C=NC=C(C1)OC (3-bromo-5-methoxypyridine), C(#N)C1=CC=C(C=C1)B(O)O (4-cyanophenylboronic acid). The reagents and catalysts are C=1C=CC(=CC1)[P](C=2C=CC=CC2)(C=3C=CC=CC3)[Pd]([P](C=4C=CC=CC4)(C=5C=CC=CC5)C=6C=CC=CC6)([P](C=7C=CC=CC7)(C=8C=CC=CC8)C=9C=CC=CC9)[P](C=1C=CC=CC1)(C=1C=CC=CC1)C=1C=CC=CC1 (tetrakis(triphenylphosphine)palladium). Solvent: C(C)(=O)OCC (ethyl acetate), O (water), CO (methanol), C1(=CC=CC=C1)C (toluene). The product is COC=1C=C(C=NC1)C1=CC=C(C#N)C=C1 (4-(5-methoxy-3-pyridinyl)benzonitrile). The yield is 89.0%. Reaction SMILES: Br[C:2]1[CH:3]=[N:4][CH:5]=[C:6]([O:8][CH3:9])[CH:7]=1.[C:10]([C:12]1[CH:17]=[CH:16][C:15](B(O)O)=[CH:14][CH:13]=1)#[N:11].[Cl-].[Li+].C(=O)([O-])[O-].[Na+].[Na+]>C1C=CC([P]([Pd]([P](C2C=CC=CC=2)(C2C=CC=CC=2)C2C=CC=CC=2)([P](C2C=CC=CC=2)(C2C=CC=CC=2)C2C=CC=CC=2)[P](C2C=CC=CC=2)(C2C=CC=CC=2)C2C=CC=CC=2)(C2C=CC=CC=2)C2C=CC=CC=2)=CC=1.C(OCC)(=O)C.O.CO.C1(C)C=CC=CC=1>[CH3:9][O:8][C:6]1[CH:7]=[C:2]([C:15]2[CH:16]=[CH:17][C:12]([C:10]#[N:11])=[CH:13][CH:14]=2)[CH:3]=[N:4][CH:5]=1 |f:2.3,4.5.6,^1:32,34,53,72|. Procedure details: 1.93 g (10.3 mM) of 3-bromo-5-methoxypyridine and 1.85 g (12.36 mM) of 4-cyanophenylboronic acid are mixed with 40 ml of toluene and 40 ml of methanol. 0.6 g (0.5 mM) of tetrakis(triphenylphosphine)palladium and 1.3 g (30.9 mM) of lithium chloride are added. 26 ml of 1 M sodium carbonate solution are then added. The mixture is refluxed for 5 hours and, after cooling, water and ethyl acetate are added to the reaction medium. The aqueous phase is separated off and extracted with ethyl acetate. The... Reactants: C1CCOC1, Nc1nc(OCC(F)F)c(C(=O)NC2CCC(C(F)(F)F)CC2)cc1[N+](=O)[O-]. The product is Nc1cc(C(=O)NC2CCC(C(F)(F)F)CC2)c(OCC(F)F)nc1N. RXN SMILES: [CH2:29]1[O:30][CH2:31][CH2:32][CH2:33]1.[NH2:1][c:2]1[n:3][c:4]([O:24][CH2:25][CH:26]([F:27])[F:28])[c:5]([C:6](=[O:7])[NH:8][CH:9]2[CH2:10][CH2:11][CH:12]([C:15]([F:16])([F:17])[F:18])[CH2:13][CH2:14]2)[cH:19][c:20]1[N+:21]([O-:22])=[O:23]>>[NH2:1][c:2]1[n:3][c:4]([O:24][CH2:25][CH:26]([F:27])[F:28])[c:5]([C:6](=[O:7])[NH:8][CH:9]2[CH2:10][CH2:11][CH:12]([C:15]([F:16])([F:17])[F:18])[CH2:13][CH2:14]2)[cH:19][c:20]1[NH2:21]. The reactants are O=C1C2CC(N(C1)CC2)C(=O)OC (methyl 5-oxoquinuclidine-2-carboxylate), C(CCC)[Li] (n-Butyllithium), solution, [Cl-].COC[P+](C1=CC=CC=C1)(C1=CC=CC=C1)C1=CC=CC=C1 (methoxymethyltriphenyl phosphonium chloride). Solvent: CCOCC (ether), CCOCC (ether). Run at time 2 hour. The product is COC(=O)C1N2CC(C(C1)CC2)=COC (Methyl-5-Methoxymethylenequinuclidine-2-carboxylate). Yield: 59.2%. As a reaction SMILES: C([Li])CCC.[Cl-].[CH3:7][O:8][CH2:9][P+](C1C=CC=CC=1)(C1C=CC=CC=1)C1C=CC=CC=1.O=[C:30]1[CH2:35][N:34]2[CH2:36][CH2:37][CH:31]1[CH2:32][CH:33]2[C:38]([O:40][CH3:41])=[O:39]>CCOCC>[CH3:41][O:40][C:38]([CH:33]1[CH2:32][CH:31]2[CH2:37][CH2:36][N:34]1[CH2:35][C:30]2=[CH:7][O:8][CH3:9])=[O:39] |f:1.2|. Procedure details: n-Butyllithium (13,67 ml of a 1.5M solution; 20.5 mmol) was added at 20° to a suspension of methoxymethyltriphenyl phosphonium chloride (7 g, 20.5 mmol) stirred in ether (150 ml) under nitrogen. After 2 h, the mixture was cooled to -35° and a solution of methyl 5-oxoquinuclidine-2-carboxylate (3 g, 16.4 mmol; prepared as described in Zhur. Obshchei. Khim., (1960), 30, 519;see Chem. Abs. (1960), 54: 24723) in ether (20 ml) added. The mixture was allowed to warm to 20° over 1 h and then stirred at... Reactants: C(=O)(O)C1CC2=C(CN1)SC=C2 (5-carboxy-4,5,6,7-tetrahydro-thieno[2,3-c]pyridine), Cl.C(C1=CC=CC=C1)Cl (benzyl chloride. Hydrochloride). Run in C(C)(C)O (isopropanol). Yields the product C(C1=CC=CC=C1)OC(=O)C1CC2=C(CN1CC1=CC=CC=C1)SC=C2 (5-Benzyloxycarbonyl-6-benzyl-4,5,6,7-tetrahydro-thieno[2,3-c]pyridine). Yield: 53.0%. RXN SMILES: [C:1]([CH:4]1[NH:9][CH2:8][C:7]2[S:10][CH:11]=[CH:12][C:6]=2[CH2:5]1)([OH:3])=[O:2].Cl.[CH2:14](Cl)[C:15]1[CH:20]=[CH:19][CH:18]=[CH:17][CH:16]=1>C(O)(C)C>[CH2:14]([O:2][C:1]([CH:4]1[N:9]([CH2:14][C:15]2[CH:20]=[CH:19][CH:18]=[CH:17][CH:16]=2)[CH2:8][C:7]2[S:10][CH:11]=[CH:12][C:6]=2[CH2:5]1)=[O:3])[C:15]1[CH:20]=[CH:19][CH:18]=[CH:17][CH:16]=1 |f:1.2|. Procedure details: Obtained according to a procedure analogous to that of Example 7, from 5-carboxy-4,5,6,7-tetrahydro-thieno[2,3-c]pyridine (Example 6) and benzyl chloride. Hydrochloride: pale yellow crystals; M.p. 135°-140° C. (isopropanol); Yield: 53%. Reported procedure: To a stirred solution of 1-bromo-4-fluoro-2-methyl-benzene (15.0 g, 79.8 mmol) in dichloromethane (300 mL) was added nitronium tetrafluoroborate (11.7 g, 87.8 mmol) in portions at 0° C. The mixture was heated at reflux for 5 h and was then poured into ice water. The organic layer was separated and the aqueous phase was extracted with dichloromethane (100 mL×3). The combined organic layers were dried over anhydrous Na2SO4 and evaporated under reduced pressure to give crude 1-bromo-4-fluoro-2-meth... Starting materials: BrC1=C(C=C(C=C1)F)C (1-bromo-4-fluoro-2-methyl-benzene), F[B-](F)(F)F.O=[N+]=O (nitronium tetrafluoroborate), ice water. The product is BrC1=C(C=C(C(=C1)[N+](=O)[O-])F)C (1-bromo-4-fluoro-2-methyl-5-nitrobenzene). The yield is 96.4%. RXN SMILES: [Br:1][C:2]1[CH:7]=[CH:6][C:5]([F:8])=[CH:4][C:3]=1[CH3:9].F[B-](F)(F)F.[O:15]=[N+:16]=[O:17]>ClCCl>[Br:1][C:2]1[CH:7]=[C:6]([N+:16]([O-:17])=[O:15])[C:5]([F:8])=[CH:4][C:3]=1[CH3:9] |f:1.2|. Solvent: ClCCl (dichloromethane).